From a dataset of the Open Reaction Database (ORD), a public repository of structured organic reaction records. describe an organic reaction: reactants, conditions, products, and yield Reactants: CC(C)c1cc2c(c(-c3ccc(F)cc3)c1C(O)c1ccc(C(C)(C)C)cc1)C(=O)CC1(CCC1)O2, CCOC(C)=O, ClCCl, [Na+], [OH-], c1ccncc1. Yields the product CC(C)c1cc2c(c(-c3ccc(F)cc3)c1C(=O)c1ccc(C(C)(C)C)cc1)C(=O)CC1(CCC1)O2. As a reaction SMILES: [C:10]([CH3:11])([CH3:12])([CH3:13])[c:14]1[cH:15][cH:16][c:17]([CH:20]([c:21]2[c:22](-[c:38]3[cH:39][cH:40][c:41]([F:44])[cH:42][cH:43]3)[c:23]3[c:28]([cH:29][c:30]2[CH:31]([CH3:32])[CH3:33])[O:27][C:26]2([CH2:25][C:24]3=[O:37])[CH2:34][CH2:35][CH2:36]2)[OH:45])[cH:18][cH:19]1.[CH3:46][CH2:47][O:48][C:49](=[O:50])[CH3:51].[Cl:1][CH2:2][Cl:3].[Na+:53].[OH-:52].[cH:4]1[cH:5][cH:6][n:7][cH:8][cH:9]1>>[C:10]([CH3:11])([CH3:12])([CH3:13])[c:14]1[cH:15][cH:16][c:17]([C:20]([c:21]2[c:22](-[c:38]3[cH:39][cH:40][c:41]([F:44])[cH:42][cH:43]3)[c:23]3[c:28]([cH:29][c:30]2[CH:31]([CH3:32])[CH3:33])[O:27][C:26]2([CH2:25][C:24]3=[O:37])[CH2:34][CH2:35][CH2:36]2)=[O:45])[cH:18][cH:19]1. Starting materials: BrC1=C(C(=CC=C1)F)C (1-Bromo-3-fluoro-2-methyl-benzene), COC(C1=CC(=C(C=C1)C)C(C1=C(C=C(C=C1)N)Cl)=O)=O (3-(4-Amino-2-chlorobenzoyl)-4-methylbenzoic acid methyl ester), C1(CCCCC1)P(C1=C(C=CC=C1)C1=C(C=C(C=C1C(C)C)C(C)C)C(C)C)C1CCCCC1 (Dicyclohexyl-(2′,4′,6′-triisopropyl-biphenyl-2-yl)-phosphane), C(=O)([O-])[O-].[Cs+].[Cs+] (Cs2CO3). Reagents/catalysts: CC(=O)[O-].CC(=O)[O-].[Pd+2] (Pd(OAc)2). Run in O1CCOCC1 (1,4-dioxane). Conditions: temperature 120 celsius, time 60 hour. Product: COC(C1=CC(=C(C=C1)C)C(C1=C(C=C(C=C1)NC1=C(C(=CC=C1)F)C)Cl)=O)=O (3-[2-Chloro-4-(3-fluoro-2-methyl-phenylamino)-benzoyl]-4-methyl-benzoic acid methyl ester). RXN SMILES: Br[C:2]1[CH:7]=[CH:6][CH:5]=[C:4]([F:8])[C:3]=1[CH3:9].[CH3:10][O:11][C:12](=[O:30])[C:13]1[CH:18]=[CH:17][C:16]([CH3:19])=[C:15]([C:20](=[O:29])[C:21]2[CH:26]=[CH:25][C:24]([NH2:27])=[CH:23][C:22]=2[Cl:28])[CH:14]=1.C1(P(C2CCCCC2)C2C=CC=CC=2C2C(C(C)C)=CC(C(C)C)=CC=2C(C)C)CCCCC1.C([O-])([O-])=O.[Cs+].[Cs+]>O1CCOCC1.CC([O-])=O.CC([O-])=O.[Pd+2]>[CH3:10][O:11][C:12](=[O:30])[C:13]1[CH:18]=[CH:17][C:16]([CH3:19])=[C:15]([C:20](=[O:29])[C:21]2[CH:26]=[CH:25][C:24]([NH:27][C:2]3[CH:7]=[CH:6][CH:5]=[C:4]([F:8])[C:3]=3[CH3:9])=[CH:23][C:22]=2[Cl:28])[CH:14]=1 |f:3.4.5,7.8.9|. Reported procedure: 1-Bromo-3-fluoro-2-methyl-benzene (189 mg, 1.0 mmol) was dissolved in 4 mL dry 1,4-dioxane under an argon atmosphere. Compound 402 (304 mg, 1.00 mmol) was added and dissolved in the solvent. Dicyclohexyl-(2′,4′,6′-triisopropyl-biphenyl-2-yl)-phosphane (19 mg, 0.04 mmol), Pd(OAc)2 (5 mg, 0.02 mmol) and Cs2CO3 (407 mg, 1.25 mmol) were added, and the reaction mixture was stirred under an argon atmosphere at 120° C. for 60 h. The reaction mixture was filtered and then purified by flash chromatograph... Reactants: COC(=O)c1ccccc1-c1ccc(CBr)cc1, CC(C)[N+](=O)[O-], CCO, [Na]. Product: COC(=O)c1ccccc1-c1ccc(C=O)cc1. Reaction SMILES: [Br:7][CH2:8][c:9]1[cH:10][cH:11][c:12](-[c:15]2[c:16]([C:21](=[O:22])[O:23][CH3:24])[cH:17][cH:18][cH:19][cH:20]2)[cH:13][cH:14]1.[CH3:1][CH:2]([N+:3](=[O:4])[O-:5])[CH3:6].[CH3:26][CH2:27][OH:28].[Na:25]>>[O:5]=[CH:8][c:9]1[cH:10][cH:11][c:12](-[c:15]2[c:16]([C:21](=[O:22])[O:23][CH3:24])[cH:17][cH:18][cH:19][cH:20]2)[cH:13][cH:14]1. Reactants: ClC1=CC=C(C=C1)S(=O)(=O)NC(C(=O)NC1=CC=C(C=C1)CCC(=O)OC)COS(=O)(=O)C ((RS)-2-(4-chlorobenzenesulfonylamino)-3-methanesulfonyloxy-N-(4-(2-methoxycarbonylethyl)phenyl)propanamide), N1C=NC=C1 (imidazole). Yields the product ClC1=CC=C(C=C1)S(=O)(=O)NC(C(=O)NC1=CC=C(C=C1)CCC(=O)OC)CN1C=NC=C1 ((RS)-2-(4-chlorobenzenesulfonylamino)-3-(1H-imidazol-1-yl)-N-(4-(2-methoxycarbonylethyl)phenyl)propanamide). RXN SMILES: [Cl:1][C:2]1[CH:7]=[CH:6][C:5]([S:8]([NH:11][CH:12]([CH2:28]OS(C)(=O)=O)[C:13]([NH:15][C:16]2[CH:21]=[CH:20][C:19]([CH2:22][CH2:23][C:24]([O:26][CH3:27])=[O:25])=[CH:18][CH:17]=2)=[O:14])(=[O:10])=[O:9])=[CH:4][CH:3]=1.[NH:34]1[CH:38]=[CH:37][N:36]=[CH:35]1>>[Cl:1][C:2]1[CH:3]=[CH:4][C:5]([S:8]([NH:11][CH:12]([CH2:28][N:34]2[CH:38]=[CH:37][N:36]=[CH:35]2)[C:13]([NH:15][C:16]2[CH:21]=[CH:20][C:19]([CH2:22][CH2:23][C:24]([O:26][CH3:27])=[O:25])=[CH:18][CH:17]=2)=[O:14])(=[O:10])=[O:9])=[CH:6][CH:7]=1. Procedure details: The procedure described in Example 79 was repeated, except that (RS)-2-(4-chlorobenzenesulfonylamino)-3-methanesulfonyloxy-N-(4-(2-methoxycarbonylethyl)phenyl)propanamide (208 mg) was reacted with imidazole to obtain the desired (RS)-2-(4-chlorobenzenesulfonylamino)-3-(1H-imidazol-1-yl)-N-(4-(2-methoxycarbonylethyl)phenyl)propanamide (111 mg) together with a less polar by-product. The by-product was not investigated further. The reactants are ClCCl, [Na+], [Na+], O, CCCC(=O)N(Cc1ccc(-c2ccccc2-c2nnnn2C(c2ccccc2)(c2ccccc2)c2ccccc2)cc1)C(C)CO, O=S([O-])([O-])=S. Yields the product CCCC(=O)N(Cc1ccc(-c2ccccc2-c2nnnn2C(c2ccccc2)(c2ccccc2)c2ccccc2)cc1)C(C)C=O. Reaction SMILES: [Cl:56][CH2:57][Cl:58].[Na+:54].[Na+:55].[OH2:48].[OH:1][CH2:2][CH:3]([CH3:4])[N:5]([C:6]([CH2:7][CH2:8][CH3:9])=[O:10])[CH2:11][c:12]1[cH:13][cH:14][c:15](-[c:18]2[c:19](-[c:24]3[n:25][n:26][n:27][n:28]3[C:29]([c:30]3[cH:31][cH:32][cH:33][cH:34][cH:35]3)([c:36]3[cH:37][cH:38][cH:39][cH:40][cH:41]3)[c:42]3[cH:43][cH:44][cH:45][cH:46][cH:47]3)[cH:20][cH:21][cH:22][cH:23]2)[cH:16][cH:17]1.[S:49]([O-:50])([O-:51])(=[O:52])=[S:53]>>[O:1]=[CH:2][CH:3]([CH3:4])[N:5]([C:6]([CH2:7][CH2:8][CH3:9])=[O:10])[CH2:11][c:12]1[cH:13][cH:14][c:15](-[c:18]2[c:19](-[c:24]3[n:25][n:26][n:27][n:28]3[C:29]([c:30]3[cH:31][cH:32][cH:33][cH:34][cH:35]3)([c:36]3[cH:37][cH:38][cH:39][cH:40][cH:41]3)[c:42]3[cH:43][cH:44][cH:45][cH:46][cH:47]3)[cH:20][cH:21][cH:22][cH:23]2)[cH:16][cH:17]1. Starting materials: C(C)(C)[Mg]Cl (isopropyl magnesium chloride), N1C=NC(=C1)C(=O)C1=CC2=CC=C(C=C2C=C1)OC ((1H-Imidazol-4-yl)-(6-methoxynaphthalen-2-yl)ketone), [Cl-].[NH4+] (ammonium chloride), O (water). Solvent: C1CCOC1 (THF), C1CCOC1 (THF). Conditions: temperature -10 celsius, time 30 minute. The product is N1C=NC(=C1)C(C(C)C)(O)C1=CC2=CC=C(C=C2C=C1)OC (1-(1H-Imidazol-4-yl)-1-(6-methoxynaphthalen-2-yl)-2-methyl-1-propanol). RXN SMILES: [NH:1]1[CH:5]=[C:4]([C:6]([C:8]2[CH:17]=[CH:16][C:15]3[C:10](=[CH:11][CH:12]=[C:13]([O:18][CH3:19])[CH:14]=3)[CH:9]=2)=[O:7])[N:3]=[CH:2]1.[CH:20]([Mg]Cl)([CH3:22])[CH3:21].[Cl-].[NH4+].O>C1COCC1>[NH:1]1[CH:5]=[C:4]([C:6]([C:8]2[CH:17]=[CH:16][C:15]3[C:10](=[CH:11][CH:12]=[C:13]([O:18][CH3:19])[CH:14]=3)[CH:9]=2)([OH:7])[CH:20]([CH3:22])[CH3:21])[N:3]=[CH:2]1 |f:2.3|. Procedure details: (1H-Imidazol-4-yl)-(6-methoxynaphthalen-2-yl)ketone (6.50 g) was dissolved in THF (120 ml), and the solution was cooled to −10° C. To the solution was slowly added dropwise a solution of isopropyl magnesium chloride in THF (2.0 M; 38.7 ml), and the mixture was stirred at −10° C. for 30 min. To the reaction mixture was added saturated aqueous solution of ammonium chloride and water. The mixture was extracted with ethyl acetate. The extract was washed with saturated aqueous solution of sodium chlo... The reactants are ClC1=NC=C2N(C(=NC2=N1)S(=O)(=O)C)COCC[Si](C)(C)C (2-chloro-8-(methylsulfonyl)-7-((2-(trimethylsilyl)ethoxy)methyl)-7H-purine), [Si](C)(C)(C(C)(C)C)O[C@@H]1CO[C@H]2[C@@H]1OC[C@H]2O ((3R,3aR,6R,6aS)-6-((tert-butyldimethylsilyl)oxy)hexahydrofuro[3,2-b]furan-3-ol), N12NCCCCC2=CCCC1 (diazabicyclo[5.4.0]undec-7-ene). Solvent: CN(C)C=O (DMF). Reaction conditions: time 16 hour. The product is [Si](C)(C)(C(C)(C)C)O[C@@H]1CO[C@H]2[C@@H]1OC[C@H]2OC2=NC1=NC(=NC=C1N2COCC[Si](C)(C)C)Cl (8-(((3R,3aR,6R,6aS)-6-((tert-butyldimethylsilyl)oxy)hexahydrofuro[3,2-b]furan-3-yl)oxy)-2-chloro-7-((2-(trimethylsilyl)ethoxy)methyl)-7H-purine). Reaction SMILES: [Cl:1][C:2]1[N:10]=[C:9]2[C:5]([N:6]([CH2:15][O:16][CH2:17][CH2:18][Si:19]([CH3:22])([CH3:21])[CH3:20])[C:7](S(C)(=O)=O)=[N:8]2)=[CH:4][N:3]=1.[Si:23]([O:30][C@H:31]1[C@H:35]2[O:36][CH2:37][C@@H:38]([OH:39])[C@H:34]2[O:33][CH2:32]1)([C:26]([CH3:29])([CH3:28])[CH3:27])([CH3:25])[CH3:24].N12CCCC=C1CCCCN2>CN(C=O)C>[Si:23]([O:30][C@H:31]1[C@H:35]2[O:36][CH2:37][C@@H:38]([O:39][C:7]3[N:6]([CH2:15][O:16][CH2:17][CH2:18][Si:19]([CH3:22])([CH3:21])[CH3:20])[C:5]4[C:9](=[N:10][C:2]([Cl:1])=[N:3][CH:4]=4)[N:8]=3)[C@H:34]2[O:33][CH2:32]1)([C:26]([CH3:29])([CH3:27])[CH3:28])([CH3:25])[CH3:24]. Procedure: To a stirring solution of 2-chloro-8-(methylsulfonyl)-7-((2-(trimethylsilyl)ethoxy)methyl)-7H-purine (182 mgs, 0.50 mmol) and (3R,3aR,6R,6aS)-6-((tert-butyldimethylsilyl)oxy)hexahydrofuro[3,2-b]furan-3-ol (131.0 mg, 0.50 mmol) in anhydrous DMF (4.1 mL) was added diazabicyclo[5.4.0]undec-7-ene (DBU, 0.11 mL, 0.75 mmol). The reaction was stirred under N2 at RT for 16 h and then evaporated under reduced pressure. Flash chromatography of the resulting residue utilizing a 24 g silica RediSep Rf® Gold...